Dataset: the Open Reaction Database (ORD), a public repository of structured organic reaction records. Task: describe an organic reaction: reactants, conditions, products, and yield Reactants: ClCCBr, O=C([O-])[O-], CN1CCN(c2ccc(OC(F)(F)F)c(Nc3ncc4c(n3)-c3[nH]nc(C(N)=O)c3CC4)c2)CC1, [Cs+], [Cs+], CN(C)C=O, O. Product: CN1CCN(c2ccc(OC(F)(F)F)c(Nc3ncc4c(n3)-c3c(c(C(N)=O)nn3CCCl)CC4)c2)CC1. As a reaction SMILES: [Br:42][CH2:43][CH2:44][Cl:45].[C:36](=[O:37])([O-:38])[O-:39].[CH3:1][N:2]1[CH2:3][CH2:4][N:5]([c:8]2[cH:9][cH:10][c:11]([O:31][C:32]([F:33])([F:34])[F:35])[c:12]([NH:14][c:15]3[n:16][c:17]4[c:22]([cH:23][n:24]3)[CH2:21][CH2:20][c:19]3[c:18]-4[nH:27][n:26][c:25]3[C:28](=[O:29])[NH2:30])[cH:13]2)[CH2:6][CH2:7]1.[Cs+:40].[Cs+:41].[O:47]=[CH:48][N:49]([CH3:50])[CH3:51].[OH2:46]>>[CH3:1][N:2]1[CH2:3][CH2:4][N:5]([c:8]2[cH:9][cH:10][c:11]([O:31][C:32]([F:33])([F:34])[F:35])[c:12]([NH:14][c:15]3[n:16][c:17]4[c:22]([cH:23][n:24]3)[CH2:21][CH2:20][c:19]3[c:18]-4[n:27]([CH2:43][CH2:44][Cl:45])[n:26][c:25]3[C:28](=[O:29])[NH2:30])[cH:13]2)[CH2:6][CH2:7]1. Starting materials: O=C1C=CC=C2C1=Cc1ccccc12, CCOCC, Cl, N. The product is N=C1C=CC=C2C1=Cc1ccccc12, Cl. RXN SMILES: [C:1]1(=[O:14])[CH:2]=[CH:3][CH:4]=[C:5]2[c:6]3[cH:7][cH:8][cH:9][cH:10][c:11]3[CH:12]=[C:13]12.[CH3:17][CH2:18][O:19][CH2:20][CH3:21].[ClH:16].[NH3:15]>>[C:1]1(=[NH:15])[CH:2]=[CH:3][CH:4]=[C:5]2[c:6]3[cH:7][cH:8][cH:9][cH:10][c:11]3[CH:12]=[C:13]12.[ClH:16]. Reactants: FC(CS(=O)(=O)Cl)(F)F (2,2,2-Trifluoroethanesulfonyl chloride), FC1=C(OC2=CC=C(N)C=C2)C=CC(=C1)F (4-(2,4-difluorophenoxy)aniline). Reagents/catalysts: CN(C1=CC=NC=C1)C (4-dimethylaminopyridine). Run in C(Cl)Cl (methylene chloride). Reaction conditions: time 72 hour. Product: FC1=C(OC2=CC=C(C=C2)NS(=O)(=O)CC(F)(F)F)C=CC(=C1)F (N-(4-(2,4-Difluorophenoxy)phenyl)-N-(2,2,2-trifluoroethanesulfonyl)amine). As a reaction SMILES: [F:1][C:2]([F:9])([F:8])[CH2:3][S:4](Cl)(=[O:6])=[O:5].[F:10][C:11]1[CH:24]=[C:23]([F:25])[CH:22]=[CH:21][C:12]=1[O:13][C:14]1[CH:20]=[CH:19][C:17]([NH2:18])=[CH:16][CH:15]=1>CN(C)C1C=CN=CC=1.C(Cl)Cl>[F:10][C:11]1[CH:24]=[C:23]([F:25])[CH:22]=[CH:21][C:12]=1[O:13][C:14]1[CH:15]=[CH:16][C:17]([NH:18][S:4]([CH2:3][C:2]([F:9])([F:8])[F:1])(=[O:6])=[O:5])=[CH:19][CH:20]=1. Procedure: 2,2,2-Trifluoroethanesulfonyl chloride (10.0 g, 54.8 mmol) was added dropwise to a solution of 4-(2,4-difluorophenoxy)aniline (11.0 g, 50.0 mmol) and 4-dimethylaminopyridine (9.1 g, 74.6 mmol) in methylene chloride (100 mL) at 0° C. under nitrogen. The mixture was slowly warmed to room temperature, stirring for a total of 72 h. The mixture was washed with saturated aqueous sodium bicarbonate solution (200 mL), dried over MgSO4, filtered and the solvent was removed under reduced pressure to affor... Starting materials: ClC1=CC=C(C(=C1CN([C@@H](CC(C)(C)C)CN(C)C)CC=1C=C(CN2S(CCC2C(=O)O)(=O)=O)C=CC1)F)OC (2-(3-{[(6-chloro-2-fluoro-3-methoxy-benzyl)-((S)-1dimethylaminomethyl-3,3-dimethyl-butyl)-amino]-methyl}-benzyl)-1,1-dioxo-1λ6-isothiazolidine-3-carboxylic acid), ClC1=CC=C(C(=C1CN([C@@H](CC(C)(C)C)CN(C)C)CC=1C=C(CN2S(CCC2C(=O)O)(=O)=O)C=CC1)F)OC (2-(3-{[(6-chloro-2-fluoro-3-methoxy-benzyl)-((S)-1dimethylaminomethyl-3,3-dimethyl-butyl)-amino]-methyl}-benzyl)-1,1-dioxo-1λ6-isothiazolidine-3-carboxylic acid), Cl.C12C(C3CC(CC(C1)C3)C2)N (2-adamantanamine hydrochloride). The product is C12C(C3CC(CC(C1)C3)C2)NC(=O)C2N(S(CC2)(=O)=O)CC2=CC(=CC=C2)CN([C@@H](CC(C)(C)C)CN(C)C)CC2=C(C(=CC=C2Cl)OC)F (2-(3-{[(6-Chloro-2-fluoro-3-methoxy-benzyl)-((S)-1-dimethylaminomethyl-3,3-dimethyl-butyl)-amino]-methyl}-benzyl)-1,1-dioxo-1λ6-isothiazolidine-3-carboxylic acid adamantan-2-ylamide). Isolated yield 66.2%. Reaction SMILES: [Cl:1][C:2]1[C:7]([CH2:8][N:9]([CH2:20][C:21]2[CH:22]=[C:23]([CH:35]=[CH:36][CH:37]=2)[CH2:24][N:25]2[CH:29]([C:30](O)=[O:31])[CH2:28][CH2:27][S:26]2(=[O:34])=[O:33])[C@H:10]([CH2:16][N:17]([CH3:19])[CH3:18])[CH2:11][C:12]([CH3:15])([CH3:14])[CH3:13])=[C:6]([F:38])[C:5]([O:39][CH3:40])=[CH:4][CH:3]=1.Cl.[CH:42]12[CH2:51][CH:46]3[CH2:47][CH:48]([CH2:50][CH:44]([CH2:45]3)[CH:43]1[NH2:52])[CH2:49]2>>[CH:42]12[CH2:51][CH:46]3[CH2:47][CH:48]([CH2:50][CH:44]([CH2:45]3)[CH:43]1[NH:52][C:30]([CH:29]1[CH2:28][CH2:27][S:26](=[O:33])(=[O:34])[N:25]1[CH2:24][C:23]1[CH:35]=[CH:36][CH:37]=[C:21]([CH2:20][N:9]([CH2:8][C:7]3[C:2]([Cl:1])=[CH:3][CH:4]=[C:5]([O:39][CH3:40])[C:6]=3[F:38])[C@H:10]([CH2:16][N:17]([CH3:19])[CH3:18])[CH2:11][C:12]([CH3:14])([CH3:15])[CH3:13])[CH:22]=1)=[O:31])[CH2:49]2 |f:1.2|. Reported procedure: 2-(3-{[(6-Chloro-2-fluoro-3-methoxy-benzyl)-((S)-1 dimethylaminomethyl-3,3-dimethyl-butyl)-amino]-methyl}-benzyl)-1,1-dioxo-1λ6-isothiazolidine-3-carboxylic acid (Intermediate 7, 0.093 g, 0.155 mmol) was reacted with 2-adamantanamine hydrochloride (available from Aldrich Chemical Company, Inc., 1001 West Saint Paul Avenue, Milwaukee, Wis. 53233, USA; 0.036, 0.192 mmol) to form 2-(3-{[(6-Chloro-2-fluoro-3-methoxy-benzyl)-((S)-1-dimethylaminomethyl-3,3-dimethyl-butyl)-amino]-methyl}-benzyl)-1,1-di... Reactants: C(C(C)O)O (propylene glycol), CN(C)CC1CCCCC1(C2=CC=CC(=C2)OC)O.Cl (Tramadol HCl), O (Water), phospholipid, Vitamin E, CN(C)CC1CCCCC1(C2=CC=CC(=C2)OC)O.Cl (Tramadol HCl). Run in C(C)O (ethanol). Product: CN(C)CC1CCCCC1(C2=CC=CC(=C2)OC)O (Tramadol). As a reaction SMILES: C(O)C(O)C.[CH3:6][N:7]([CH2:9][CH:10]1[C:15]([OH:24])([C:16]2[CH:21]=[C:20]([O:22][CH3:23])[CH:19]=[CH:18][CH:17]=2)[CH2:14][CH2:13][CH2:12][CH2:11]1)[CH3:8].Cl.O>C(O)C>[CH3:8][N:7]([CH2:9][CH:10]1[C:15]([OH:24])([C:16]2[CH:21]=[C:20]([O:22][CH3:23])[CH:19]=[CH:18][CH:17]=2)[CH2:14][CH2:13][CH2:12][CH2:11]1)[CH3:6] |f:1.2|. Procedure details: 10 grams of the above formulation were prepared as follows: 0.5 g soy phospholipid was dissolved in 1.5 grams ethanol and 2 grams propylene glycol was added to this solution followed by addition of Vitamin E and mixing for 5 minutes. Then, 90 mg Tramadol HCl was added to this mixture. Water was added slowly with constant stirring by a Heidolph overhead stirrer. The composition is stirred for additional 10 minutes. The final composition contains 9 mg/g Tramadol HCl.